Task: describe an organic reaction: reactants, conditions, products, and yield. Dataset: the Open Reaction Database (ORD), a public repository of structured organic reaction records Starting materials: COc1ccc2c(c1)C1(CC1c1ccc3c(-c4ccc(N5CCNCC5)cc4)n[nH]c3c1)C(=O)N2, CC=O, O=C(O)C(F)(F)F. The product is CCN1CCN(c2ccc(-c3n[nH]c4cc(C5CC56C(=O)Nc5ccc(OC)cc56)ccc34)cc2)CC1, O=C(O)C(F)(F)F. As a reaction SMILES: [CH3:8][O:9][c:10]1[cH:11][c:12]2[c:13]([cH:14][cH:15]1)[NH:16][C:17](=[O:42])[C:18]21[CH:19]([c:21]2[cH:22][cH:23][c:24]3[c:25](-[c:30]4[cH:31][cH:32][c:33]([N:36]5[CH2:37][CH2:38][NH:39][CH2:40][CH2:41]5)[cH:34][cH:35]4)[n:26][nH:27][c:28]3[cH:29]2)[CH2:20]1.[CH:43]([CH3:44])=[O:45].[F:1][C:2]([C:3](=[O:4])[OH:5])([F:6])[F:7]>>[CH3:8][O:9][c:10]1[cH:11][c:12]2[c:13]([cH:14][cH:15]1)[NH:16][C:17](=[O:42])[C:18]21[CH:19]([c:21]2[cH:22][cH:23][c:24]3[c:25](-[c:30]4[cH:31][cH:32][c:33]([N:36]5[CH2:37][CH2:38][N:39]([CH2:43][CH3:44])[CH2:40][CH2:41]5)[cH:34][cH:35]4)[n:26][nH:27][c:28]3[cH:29]2)[CH2:20]1.[F:1][C:2]([C:3](=[O:4])[OH:5])([F:6])[F:7]. The reactants are C1=C(C=C2CCCN3C2=C1C1=C3CCCCC1)N (5,6,9,10,11,12-hexahydro-4H,8H-cyclohepta[4,5]pyrrolo[3,2,1-ij]quinolin-2-amine), C(CC(C)C)(=O)Cl (isovaleryl chloride), poly-(4-vinylpyridine). The solvent is ClC(C)Cl (dichloroethane). The product is C1=C(C=C2CCCN3C2=C1C1=C3CCCCC1)NC(CC(C)C)=O (N-5,6,9,10,11,12-hexahydro-4H,8H-cyclohepta[4,5]pyrrolo[3,2,1-ij]quinolin-2-yl-3-methylbutanamide). The yield is 66.0%. Reaction SMILES: [CH:1]1[C:10]2[C:11]3[CH2:17][CH2:16][CH2:15][CH2:14][CH2:13][C:12]=3[N:8]3[C:9]=2[C:4]([CH2:5][CH2:6][CH2:7]3)=[CH:3][C:2]=1[NH2:18].[C:19](Cl)(=[O:24])[CH2:20][CH:21]([CH3:23])[CH3:22]>ClC(Cl)C>[CH:1]1[C:10]2[C:11]3[CH2:17][CH2:16][CH2:15][CH2:14][CH2:13][C:12]=3[N:8]3[C:9]=2[C:4]([CH2:5][CH2:6][CH2:7]3)=[CH:3][C:2]=1[NH:18][C:19](=[O:24])[CH2:20][CH:21]([CH3:23])[CH3:22]. Procedure: Following the procedure of Example 1, Step 4, 5,6,9,10,11,12-hexahydro-4H,8H-cyclohepta[4,5]pyrrolo[3,2,1-ij]quinolin-2-amine (0.10 g, 0.42 mmol), isovaleryl chloride (0.051 mL, 0.42 mmol) and poly-(4-vinylpyridine) (600 mg) in dichloroethane (15 mL) provided 0.09 g of N-5,6,9,10,11,12-hexahydro-4H,8H-cyclohepta[4,5]pyrrolo[3,2,1-ij]quinolin-2-yl-3-methylbutanamide. MS (ES) m/z 325.2; HPLC purity 100% at 210-370 nm, 10.8 min.; 99.4% at 252 nm, 10.8 min. (Xterra RP18, 3.5 u, 150×4.6 mm column, 1.... Starting materials: CCOC(=O)C1(S(=O)(=O)c2ccc(OC)cc2)CCN(Cc2ccc(Br)cc2)CC1, CCCC[Sn](CCCC)(CCCC)c1cccs1. Yields the product CCOC(=O)C1(S(=O)(=O)c2ccc(OC)cc2)CCN(Cc2ccc(-c3cccs3)cc2)CC1. As a reaction SMILES: [CH2:1]([CH3:2])[O:3][C:4](=[O:5])[C:6]1([S:20](=[O:21])(=[O:22])[c:23]2[cH:24][cH:25][c:26]([O:29][CH3:30])[cH:27][cH:28]2)[CH2:7][CH2:8][N:9]([CH2:12][c:13]2[cH:14][cH:15][c:16]([Br:19])[cH:17][cH:18]2)[CH2:10][CH2:11]1.[CH2:31]([Sn:32]([CH2:33][CH2:34][CH2:35][CH3:41])([c:36]1[s:37][cH:38][cH:39][cH:40]1)[CH2:42][CH2:43][CH2:44][CH3:45])[CH2:46][CH2:47][CH3:48]>>[CH2:1]([CH3:2])[O:3][C:4](=[O:5])[C:6]1([S:20](=[O:21])(=[O:22])[c:23]2[cH:24][cH:25][c:26]([O:29][CH3:30])[cH:27][cH:28]2)[CH2:7][CH2:8][N:9]([CH2:12][c:13]2[cH:14][cH:15][c:16](-[c:36]3[s:37][cH:38][cH:39][cH:40]3)[cH:17][cH:18]2)[CH2:10][CH2:11]1. Starting materials: CC=1N(C2=C(C=NC=3C=CC=CC23)N1)CCOCC#C (2-methyl-1-[2-(prop-2-ynyloxy)ethyl]-1H-imidazo[4,5-c]quinoline), IC1=CC=CC=C1 (iodobenzene), C([O-])(O)=O.[Na+] (sodium bicarbonate). Reaction conditions: time 20 hour. The product is CC=1N(C2=C(C=NC=3C=CC=CC23)N1)CCOCC#CC1=CC=CC=C1 (2-methyl-1-{2-[(3-phenylprop-2-ynyl)oxy]ethyl}-1H-imidazo[4,5-c]quinoline). Isolated yield 41.9%. As a reaction SMILES: [CH3:1][C:2]1[N:3]([CH2:15][CH2:16][O:17][CH2:18][C:19]#[CH:20])[C:4]2[C:13]3[CH:12]=[CH:11][CH:10]=[CH:9][C:8]=3[N:7]=[CH:6][C:5]=2[N:14]=1.I[C:22]1[CH:27]=[CH:26][CH:25]=[CH:24][CH:23]=1.C(=O)(O)[O-].[Na+]>>[CH3:1][C:2]1[N:3]([CH2:15][CH2:16][O:17][CH2:18][C:19]#[C:20][C:22]2[CH:27]=[CH:26][CH:25]=[CH:24][CH:23]=2)[C:4]2[C:13]3[CH:12]=[CH:11][CH:10]=[CH:9][C:8]=3[N:7]=[CH:6][C:5]=2[N:14]=1 |f:2.3|. Procedure details: Using the general method of Example 12 Part A, 2-methyl-1-[2-(prop-2-ynyloxy)ethyl]-1H-imidazo[4,5-c]quinoline (3.6 g, 13.57 mmol) was reacted with iodobenzene (1.7 mL, 14.92 mmol) at ambient temperature. After 20 hours the reaction was judged complete. The solution was basified with 5% aqueous sodium bicarbonate and then extracted with dichloromethane (3×). The organics were combined, washed with water (3×), washed with brine, dried with anhydrous sodium sulfate, filtered and then concentrated ...